This data is from the Open Reaction Database (ORD), a public repository of structured organic reaction records. The task is: describe an organic reaction: reactants, conditions, products, and yield Starting materials: C(C)(C)(C)OC(=O)N1[C@@H](CC(C1)=NOC)C(=O)O ((2S,4EZ)-1-(tert-butoxycarbonyl)-4-(methoxyimino)-2-pyrrolidinecarboxylic acid), N1=C(C=CC=C1)C1=CC=C(C(=O)O)C=C1 (4-(2-pyridinyl)benzoic acid), C1(=CC=CC=C1)NCCN (N1-phenyl-1,2-ethanediamine). The product is N(C1=CC=CC=C1)CCNC(=O)[C@H]1N(CC(C1)=NOC)C(C1=CC=C(C=C1)C1=NC=CC=C1)=O ((2S,4EZ)-N-(2-anilinoethyl)-4-(methoxyimino)-1-[4-(2-pyridinyl)benzoyl]-2-pyrrolidinecarboxamide). As a reaction SMILES: C(O[C:6]([N:8]1[CH2:12][C:11](=[N:13][O:14][CH3:15])[CH2:10][C@H:9]1[C:16]([OH:18])=O)=[O:7])(C)(C)C.[N:19]1[CH:24]=[CH:23][CH:22]=[CH:21][C:20]=1[C:25]1[CH:33]=[CH:32][C:28](C(O)=O)=[CH:27][CH:26]=1.[C:34]1([NH:40][CH2:41][CH2:42][NH2:43])[CH:39]=[CH:38][CH:37]=[CH:36][CH:35]=1>>[NH:40]([CH2:41][CH2:42][NH:43][C:16]([C@@H:9]1[CH2:10][C:11](=[N:13][O:14][CH3:15])[CH2:12][N:8]1[C:6](=[O:7])[C:28]1[CH:27]=[CH:26][C:25]([C:20]2[CH:21]=[CH:22][CH:23]=[CH:24][N:19]=2)=[CH:33][CH:32]=1)=[O:18])[C:34]1[CH:39]=[CH:38][CH:37]=[CH:36][CH:35]=1. Reported procedure: Following the general method as outlined in Example 22, starting from (2S,4EZ)-1-(tert-butoxycarbonyl)-4-(methoxyimino)-2-pyrrolidinecarboxylic acid, 4-(2-pyridinyl)benzoic acid, and N1-phenyl-1,2-ethanediamine, the title compound was obtained in 67% purity by HPLC. MS(ESI+): m/z=458. The reactants are [Al+3], CO, ClCCl, [H-], [H-], [H-], [H-], [Li+], O=C(O)c1ccc2c(c1)[nH]c(=O)c1ccsc12, C1COCCO1, O. Yields the product O=c1[nH]c2cc(CO)ccc2c2sccc12. RXN SMILES: [Al+3:19].[CH3:25][OH:26].[Cl:33][CH2:34][Cl:35].[H-:18].[H-:21].[H-:22].[H-:23].[Li+:20].[O:1]=[c:2]1[nH:3][c:4]2[cH:5][c:6]([C:15](=[O:16])[OH:17])[cH:7][cH:8][c:9]2[c:10]2[c:11]1[cH:12][cH:13][s:14]2.[O:27]1[CH2:28][CH2:29][O:30][CH2:31][CH2:32]1.[OH2:24]>>[O:1]=[c:2]1[nH:3][c:4]2[cH:5][c:6]([CH2:15][OH:16])[cH:7][cH:8][c:9]2[c:10]2[c:11]1[cH:12][cH:13][s:14]2. Starting materials: C(C)(C)(C)OC(=O)N1CCC(CC1)C(C1=CC=C(C=C1)C(F)(F)F)O (4-[hydroxy-(4-trifluoromethyl-phenyl)-methyl]-piperidine-1-carboxylic acid tert-butyl ester), [H-].[Na+] (NaH), ClC1=NC(=CC=C1)Cl (2,6-dichloropyridine). Run in CN(C)C=O (DMF). Reaction conditions: temperature 90 celsius. The product is C(C)(C)(C)OC(=O)N1CCC(CC1)C(C1=CC=C(C=C1)C(F)(F)F)OC1=NC(=CC=C1)Cl (4-[(6-chloro-pyridin-2-yloxy)-(4-trifluoromethyl-phenyl)-methyl]-piperidine-1-carboxylic acid tert-butyl ester). Isolated yield 95.5%. Reaction SMILES: [H-].[Na+].[C:3]([O:7][C:8]([N:10]1[CH2:15][CH2:14][CH:13]([CH:16]([OH:27])[C:17]2[CH:22]=[CH:21][C:20]([C:23]([F:26])([F:25])[F:24])=[CH:19][CH:18]=2)[CH2:12][CH2:11]1)=[O:9])([CH3:6])([CH3:5])[CH3:4].[Cl:28][C:29]1[CH:34]=[CH:33][CH:32]=[C:31](Cl)[N:30]=1>CN(C=O)C>[C:3]([O:7][C:8]([N:10]1[CH2:11][CH2:12][CH:13]([CH:16]([O:27][C:31]2[CH:32]=[CH:33][CH:34]=[C:29]([Cl:28])[N:30]=2)[C:17]2[CH:22]=[CH:21][C:20]([C:23]([F:24])([F:25])[F:26])=[CH:19][CH:18]=2)[CH2:14][CH2:15]1)=[O:9])([CH3:6])([CH3:4])[CH3:5] |f:0.1|. Reported procedure: To a suspension of NaH (60% in mineral oil, 56 mg, 1.4 mmol) in DMF (2.3 mL) was added 4-[hydroxy-(4-trifluoromethyl-phenyl)-methyl]-piperidine-1-carboxylic acid tert-butyl ester (250 mg, 0.696 mmol) followed by 2,6-dichloropyridine (309 mg, 2.09 mmol). The mixture was heated to 90° C. for 2 h then concentrated in vacuo. Aqueous work-up and purification gave 4-[(6-chloro-pyridin-2-yloxy)-(4-trifluoromethyl-phenyl)-methyl]-piperidine-1-carboxylic acid tert-butyl ester as a colourless foam (313 mg... Reactants: CC(=O)N1CCCC(c2ccc(C(=O)O)cc2)C1, Cc1cc(N2CCC(N3CCCC3C)C2)ccc1N. Product: CC(=O)N1CCCC(c2ccc(C(=O)Nc3ccc(N4CCC(N5CCCC5C)C4)cc3C)cc2)C1. Reaction SMILES: [C:20]([CH3:21])(=[O:22])[N:23]1[CH2:24][CH:25]([c:29]2[cH:30][cH:31][c:32]([C:33](=[O:34])[OH:35])[cH:36][cH:37]2)[CH2:26][CH2:27][CH2:28]1.[CH3:1][c:2]1[c:3]([NH2:19])[cH:4][cH:5][c:6]([N:8]2[CH2:9][CH:10]([N:13]3[CH:14]([CH3:18])[CH2:15][CH2:16][CH2:17]3)[CH2:11][CH2:12]2)[cH:7]1>>[CH3:1][c:2]1[c:3]([NH:19][C:33]([c:32]2[cH:31][cH:30][c:29]([CH:25]3[CH2:24][N:23]([C:20]([CH3:21])=[O:22])[CH2:28][CH2:27][CH2:26]3)[cH:37][cH:36]2)=[O:34])[cH:4][cH:5][c:6]([N:8]2[CH2:9][CH:10]([N:13]3[CH:14]([CH3:18])[CH2:15][CH2:16][CH2:17]3)[CH2:11][CH2:12]2)[cH:7]1. Reactants: OS(=O)(=O)O (H2SO4), C(C)(C)(C)OC(=O)NC1=CC2=CC(=CC=C2C(=C1)OCC1=CC=CC=C1)C#N (N-(tert-Butyloxycarbonyl)-4-benzyloxy-7-cyano-2-naphthylamine), CCOCC (Et2O), C1CC(=O)N(C1=O)Br (NBS). The solvent is C1CCOC1 (THF), C1CCOC1 (THF). Reaction conditions: temperature -60 celsius, time 4 hour. The product is C(C)(C)(C)OC(=O)NC1=C(C2=CC(=CC=C2C(=C1)OCC1=CC=CC=C1)C#N)Br (N-(tert-Butyloxycarbonyl)-4-benzyloxy-1-bromo-7-cyano-2-naphthylamine). Isolated yield 87.4%. Reaction SMILES: [C:1]([O:5][C:6]([NH:8][C:9]1[CH:18]=[C:17]([O:19][CH2:20][C:21]2[CH:26]=[CH:25][CH:24]=[CH:23][CH:22]=2)[C:16]2[C:11](=[CH:12][C:13]([C:27]#[N:28])=[CH:14][CH:15]=2)[CH:10]=1)=[O:7])([CH3:4])([CH3:3])[CH3:2].OS(O)(=O)=O.C1C(=O)N([Br:41])C(=O)C1.CCOCC>C1COCC1>[C:1]([O:5][C:6]([NH:8][C:9]1[CH:18]=[C:17]([O:19][CH2:20][C:21]2[CH:22]=[CH:23][CH:24]=[CH:25][CH:26]=2)[C:16]2[C:11](=[CH:12][C:13]([C:27]#[N:28])=[CH:14][CH:15]=2)[C:10]=1[Br:41])=[O:7])([CH3:4])([CH3:2])[CH3:3]. Reported procedure: A solution of 15 (137 mg, 0.366 mmol) in freshly distilled THF (7.3 mL) and cooled to -78° C. under Ar was treated with 10 μL of a 1 μL/mL solution of H2SO4 in THF and the solution was stirred for 20 min before the addition of NBS (78 mg, 439 mmol, 1.2 equiv). The reaction mixture was allowed to warm to -60° C. and was stirred for 4 h at which time the reaction was complete by TLC. Et2O (7.3 mL) was added and the resulting organic phase was washed with 5% aqueous NaHCO3 (1×10 mL), saturated aque... Reactants: [C-]#N, O=C1C=CCCCC1, CC[Al+]CC, Cc1ccccc1, Cl. Yields the product N#CC1CCCCC(=O)C1. RXN SMILES: [C-:9]#[N:10].[C:1]1(=[O:8])[CH:2]=[CH:3][CH2:4][CH2:5][CH2:6][CH2:7]1.[CH2:11]([Al+:12][CH2:13][CH3:14])[CH3:15].[CH3:17][c:18]1[cH:19][cH:20][cH:21][cH:22][cH:23]1.[ClH:16]>>[C:1]1(=[O:8])[CH2:2][CH:3]([C:9]#[N:10])[CH2:4][CH2:5][CH2:6][CH2:7]1.